This data is from the Open Reaction Database (ORD), a public repository of structured organic reaction records. The task is: describe an organic reaction: reactants, conditions, products, and yield Starting materials: CC=1C=C(SC1)C=1C=CC2=C(C=C(CCO2)C(=O)OC)C1 (methyl 7-(4-methyl-2-thienyl)-2,3-dihydro-1-benzoxepine-4-carboxylate), [OH-].[Na+] (sodium hydroxide). Solvent: C1CCOC1 (THF). Conditions: time 15 hour. Yields the product CC=1C=C(SC1)C=1C=CC2=C(C=C(CCO2)C(=O)O)C1 (7-(4-methyl-2-thienyl)-2,3-dihydro-1-benzoxepine-4-carboxylic acid). Yield: 79.9%. As a reaction SMILES: [CH3:1][C:2]1[CH:3]=[C:4]([C:7]2[CH:8]=[CH:9][C:10]3[O:16][CH2:15][CH2:14][C:13]([C:17]([O:19]C)=[O:18])=[CH:12][C:11]=3[CH:21]=2)[S:5][CH:6]=1.[OH-].[Na+]>C1COCC1>[CH3:1][C:2]1[CH:3]=[C:4]([C:7]2[CH:8]=[CH:9][C:10]3[O:16][CH2:15][CH2:14][C:13]([C:17]([OH:19])=[O:18])=[CH:12][C:11]=3[CH:21]=2)[S:5][CH:6]=1 |f:1.2|. Procedure: In THF (10 ml) was dissolved methyl 7-(4-methyl-2-thienyl)-2,3-dihydro-1-benzoxepine-4-carboxylate (420 mg), and to the mixture was added 1N sodium hydroxide (8.4 ml). The mixture was stirred at room temperature for 15 hours. Under reduced pressure, the organic solvent was removed, and to the residue was added ethyl acetate. The mixture was extracted with water, and to the aqueous layer was added 6N hydrochloric acid to make the solution pH 4-5, which was extracted with ethyl acetate, washed wit... Reactants: BrC=1C=C(C=NC1)C1=NOC(=N1)C1=NC=CC=C1 (3-(5-bromo-pyrid-3-yl)-5-(2-pyridyl)-1,2,4-oxadiazole), B1(OCCCO1)C2=CN=CC=C2 (pyridine-3-boronic acid 1,3-propanediol cyclic ester), COCCOC (ethylene glycol dimethyl ether), C([O-])([O-])=O.[Na+].[Na+] (sodium carbonate). The reagents and catalysts are C=1C=CC(=CC1)[P](C=2C=CC=CC2)(C=3C=CC=CC3)[Pd]([P](C=4C=CC=CC4)(C=5C=CC=CC5)C=6C=CC=CC6)([P](C=7C=CC=CC7)(C=8C=CC=CC8)C=9C=CC=CC9)[P](C=1C=CC=CC1)(C=1C=CC=CC1)C=1C=CC=CC1 (tetrakis(triphenylphosphine)palladium(0)). Solvent: ClCCl (dichloromethane). The product is N1=C(C=CC=C1)C1=NC(=NO1)C=1C=NC=C(C1)C=1C=NC=CC1 (5-(2-pyridyl)-3-[5-(3-pyridyl)-pyrid-3-yl]-1,2,4-oxadiazole). The yield is 43.1%. Reaction SMILES: Br[C:2]1[CH:3]=[C:4]([C:8]2[N:12]=[C:11]([C:13]3[CH:18]=[CH:17][CH:16]=[CH:15][N:14]=3)[O:10][N:9]=2)[CH:5]=[N:6][CH:7]=1.B1([C:25]2[CH:30]=[CH:29][CH:28]=[N:27][CH:26]=2)OCCCO1.COCCOC.C(=O)([O-])[O-].[Na+].[Na+]>ClCCl.C1C=CC([P]([Pd]([P](C2C=CC=CC=2)(C2C=CC=CC=2)C2C=CC=CC=2)([P](C2C=CC=CC=2)(C2C=CC=CC=2)C2C=CC=CC=2)[P](C2C=CC=CC=2)(C2C=CC=CC=2)C2C=CC=CC=2)(C2C=CC=CC=2)C2C=CC=CC=2)=CC=1>[N:14]1[CH:15]=[CH:16][CH:17]=[CH:18][C:13]=1[C:11]1[O:10][N:9]=[C:8]([C:4]2[CH:5]=[N:6][CH:7]=[C:2]([C:25]3[CH:26]=[N:27][CH:28]=[CH:29][CH:30]=3)[CH:3]=2)[N:12]=1 |f:3.4.5,^1:49,51,70,89|. Procedure: A mixture of 3-(5-bromo-pyrid-3-yl)-5-(2-pyridyl)-1,2,4-oxadiazole 30.3 mg, 0.1 mmol), pyridine-3-boronic acid 1,3-propanediol cyclic ester (32.5 mg, 0.2 mmol), and tetrakis(triphenylphosphine)palladium(0) (Pd(PPh3)4, 15 mg, 0.013 mmol), in a solution of ethylene glycol dimethyl ether (1 mL) and 2M sodium carbonate (1 mL) was heated in a sealed vial at 100° C. for 1 hour. The reaction was cooled, diluted with dichloromethane, washed with water and saturated brine, filtered, and concentrated. Sil... The reactants are FC=1N(C=CN1)C(C1=CC=CC=C1)(C1=CC=CC=C1)C1=CC=CC=C1 (2-fluoro-1-triphenylmethylimidazole), C(C)(C)(C)[Li] (t-butyl lithium), cuprous iodide, C(C=C)Br (allyl bromide), solution, CCOCC (ether). The solvent is CCCCC (pentane), C1CCOC1 (THF). Run at time 2 hour. The product is C(C=C)C=1N=C(N(C1)C(C1=CC=CC=C1)(C1=CC=CC=C1)C1=CC=CC=C1)F (4-allyl-2-fluoro-1-triphenylmethylimidazole). Reaction SMILES: [F:1][C:2]1[N:3]([C:7]([C:20]2[CH:25]=[CH:24][CH:23]=[CH:22][CH:21]=2)([C:14]2[CH:19]=[CH:18][CH:17]=[CH:16][CH:15]=2)[C:8]2[CH:13]=[CH:12][CH:11]=[CH:10][CH:9]=2)[CH:4]=[CH:5][N:6]=1.[C:26]([Li])(C)([CH3:28])[CH3:27].C(Br)C=C.CCOCC>C1COCC1.CCCCC>[CH2:28]([C:5]1[N:6]=[C:2]([F:1])[N:3]([C:7]([C:14]2[CH:15]=[CH:16][CH:17]=[CH:18][CH:19]=2)([C:8]2[CH:9]=[CH:10][CH:11]=[CH:12][CH:13]=2)[C:20]2[CH:25]=[CH:24][CH:23]=[CH:22][CH:21]=2)[CH:4]=1)[CH:26]=[CH2:27]. Reported procedure: To a solution of 2-fluoro-1-triphenylmethylimidazole (1.31 g.) in THF (22 ml.) at -70° under argon was added t-butyl lithium (4 ml. of a 2M solution in pentane). The red solution was stirred at -70° for 2 hours and then cuprous iodide (0.78 g.) added. The resulting dark red solution was stirred at -70° for 1 hour and then allyl bromide (1.8 ml.) added. The mixture was allowed to warm to ambient temperature over 18 hours and then poured into ether (150 ml.). The mixture was washed with saturated ... Starting materials: N(=C=O)C=1C=C(C=CC1)O (3-isocyanatophenol), C(#N)C1=CC=C(C=C1)N1C[C@H](CCC1)N[C@H]1[C@@H](CCCC1)NC(CC1=CN(C2=CC=CC=C12)C)=O (N-((1R,2R)-2-((S)-1-(4-Cyanophenyl)piperidin-3-ylamino)cyclohexyl)-2-(1-methyl-1H-indol-3-yl)acetamide), C(#N)C1=CC=C(C=C1)N1C[C@H](CCC1)N[C@H]1[C@@H](CCCC1)NC(CC1=CN(C2=CC=CC=C12)C)=O (N-((1R,2R)-2-((S)-1-(4-Cyanophenyl)piperidin-3-ylamino)cyclohexyl)-2-(1-methyl-1H-indol-3-yl)acetamide). The product is C(#N)C1=CC=C(C=C1)N1C[C@H](CCC1)N[C@H]1[C@@H](CCCC1)NC(=O)NC1=CC(=CC=C1)O (1-((1R,2R)-2-((S)-1-(4-Cyanophenyl)piperidin-3-ylamino)cyclohexyl)-3-(3-hydroxyphenyl)urea), white solid. The yield is 34.4%. As a reaction SMILES: [C:1]([C:3]1[CH:8]=[CH:7][C:6]([N:9]2[CH2:14][CH2:13][CH2:12][C@H:11]([NH:15][C@@H:16]3[CH2:21][CH2:20][CH2:19][CH2:18][C@H:17]3[NH:22]C(=O)CC3C4C(=CC=CC=4)N(C)C=3)[CH2:10]2)=[CH:5][CH:4]=1)#[N:2].[N:36]([C:39]1[CH:40]=[C:41]([OH:45])[CH:42]=[CH:43][CH:44]=1)=[C:37]=[O:38]>>[C:1]([C:3]1[CH:8]=[CH:7][C:6]([N:9]2[CH2:14][CH2:13][CH2:12][C@H:11]([NH:15][C@@H:16]3[CH2:21][CH2:20][CH2:19][CH2:18][C@H:17]3[NH:22][C:37]([NH:36][C:39]3[CH:44]=[CH:43][CH:42]=[C:41]([OH:45])[CH:40]=3)=[O:38])[CH2:10]2)=[CH:5][CH:4]=1)#[N:2]. Procedure details: 1-((1R,2R)-2-((S)-1-(4-Cyanophenyl)piperidin-3-ylamino)cyclohexyl)-3-(3-hydroxyphenyl)urea was synthesized using 4-((S)-3-((1R,2R)-2-aminocyclohexylamino)piperidin-1-yl)benzonitrile (from intermediate D, Example 10) (40 mg, 0.13 mmol) and 3-isocyanatophenol (40.4 mg, 0.15 mmol) according to General Procedure G to give 20 mg (34.4%) of white solid. Anal. Calcd. for C25H31N5O2 m/z 433.2, found: 434.2 (M+H)+; 1H NMR (400 MHz, DMSO-d6) δ ppm 9.31 (s, 1H), 8.66 (m, 1H), 8.52 (s, 1H), 8.41 (m, 1H), 7.... The solvent is O (H2O), CC(=O)O (HOAc), CCCCCC (hexane). The yield is 65.2%. The product is FC1=CC=C(C=C1)C1=C(C(=NC(=C1)C1=CC=CC=C1)C(C)C)C(=O)OCC (4-(4-fluorophenyl)-2-(1-methylethyl)-6-phenyl-3-pyridinecarboxylic acid, ethyl ester). RXN SMILES: [F:1][C:2]1[CH:7]=[CH:6][C:5]([CH:8]([CH2:20][C:21](=O)[C:22]2[CH:27]=[CH:26][CH:25]=[CH:24][CH:23]=2)[CH:9]([C:15](=O)[CH:16]([CH3:18])[CH3:17])[C:10]([O:12][CH2:13][CH3:14])=[O:11])=[CH:4][CH:3]=1.Cl.[NH2:30]O.[NH4+].[OH-].CCOC(C)=O>CC(O)=O.O.CCCCCC>[F:1][C:2]1[CH:7]=[CH:6][C:5]([C:8]2[CH:20]=[C:21]([C:22]3[CH:27]=[CH:26][CH:25]=[CH:24][CH:23]=3)[N:30]=[C:15]([CH:16]([CH3:18])[CH3:17])[C:9]=2[C:10]([O:12][CH2:13][CH3:14])=[O:11])=[CH:4][CH:3]=1 |f:1.2,3.4|. Procedure: A mixture of β-(4-fluorophenyl)-α-(2-methyl-1-oxopropyl)-δ-oxobenzenepentanoic acid, ethyl ester (7.92 gm, 20.6 mmol) and hydroxylamine hydrochloride (4.32 gm, 62.2 mmol) in glacial HOAc (100 ml) was refluxed for 2.5 hours. The reaction was cooled to room temperature and poured into an ice cold solution of concentrated NH4OH (140 ml) in H2O (400 ml). The resulting mixture was extracted twice with Et2O and the combined ethereal layers were washed with brine, dried (Na2SO4), filtered and stripped ... The reactants are ice, [NH4+].[OH-] (NH4OH), FC1=CC=C(C=C1)C(C(C(=O)OCC)C(C(C)C)=O)CC(C1=CC=CC=C1)=O (β-(4-fluorophenyl)-α-(2-methyl-1-oxopropyl)-δ-oxobenzenepentanoic acid, ethyl ester), Cl.NO (hydroxylamine hydrochloride), CCOC(=O)C (EtOAc).